This data is from the Open Reaction Database (ORD), a public repository of structured organic reaction records. The task is: describe an organic reaction: reactants, conditions, products, and yield The reactants are CC[SiH](CC)CC, CN(C(=O)CCNC(=O)OC(C)(C)C)c1nnc(-c2cccnc2)s1, ClCCl, O=C(O)C(F)(F)F. Yields the product CN(C(=O)CCN)c1nnc(-c2cccnc2)s1. Reaction SMILES: [CH2:1]([SiH:2]([CH2:3][CH3:4])[CH2:5][CH3:6])[CH3:7].[CH3:15][N:16]([C:17]([CH2:18][CH2:19][NH:20][C:21](=[O:22])[O:23][C:24]([CH3:25])([CH3:26])[CH3:27])=[O:28])[c:29]1[s:30][c:31](-[c:34]2[cH:35][n:36][cH:37][cH:38][cH:39]2)[n:32][n:33]1.[Cl:40][CH2:41][Cl:42].[OH:8][C:9]([C:10]([F:11])([F:12])[F:13])=[O:14]>>[CH3:15][N:16]([C:17]([CH2:18][CH2:19][NH2:20])=[O:28])[c:29]1[s:30][c:31](-[c:34]2[cH:35][n:36][cH:37][cH:38][cH:39]2)[n:32][n:33]1.